This data is from the Open Reaction Database (ORD), a public repository of structured organic reaction records. The task is: describe an organic reaction: reactants, conditions, products, and yield As a reaction SMILES: [C:1]([O:5][C:6](=[O:17])[C:7]1[CH:12]=[C:11]([N:13]([CH3:15])[CH3:14])[N:10]=[C:9](Cl)[CH:8]=1)([CH3:4])([CH3:3])[CH3:2].C([O-])([O-])=O.[Cs+].[Cs+].B1(C=C)OB([CH:30]=[CH2:31])OB(C=C)O1.C1C=CN=CC=1>O1CCOCC1.C1C=CC(/C=C/C(/C=C/C2C=CC=CC=2)=O)=CC=1.C1C=CC(/C=C/C(/C=C/C2C=CC=CC=2)=O)=CC=1.C1C=CC(/C=C/C(/C=C/C2C=CC=CC=2)=O)=CC=1.[Pd].[Pd]>[C:1]([O:5][C:6](=[O:17])[C:7]1[CH:8]=[C:9]([CH:30]=[CH2:31])[N:10]=[C:11]([N:13]([CH3:15])[CH3:14])[CH:12]=1)([CH3:4])([CH3:3])[CH3:2] |f:1.2.3,4.5,7.8.9.10.11|. The reactants are C(C)(C)(C)OC(C1=CC(=NC(=C1)N(C)C)Cl)=O (2-chloro-6-dimethylamino-isonicotinic acid tert-butyl ester), C(=O)([O-])[O-].[Cs+].[Cs+] (Cs2CO3), 3, B1(OB(OB(O1)C=C)C=C)C=C.C1=CC=NC=C1 (2,4,6-trivinylcyclotriboroxane pyridine complex). The solvent is O1CCOCC1 (dioxane). The reagents and catalysts are C=1C=CC(=CC1)/C=C/C(=O)/C=C/C2=CC=CC=C2.C=1C=CC(=CC1)/C=C/C(=O)/C=C/C2=CC=CC=C2.C=1C=CC(=CC1)/C=C/C(=O)/C=C/C2=CC=CC=C2.[Pd].[Pd] (Pd2(dba)3). Reaction conditions: temperature 100 celsius, time 15 hour. Reported procedure: To a solution of 2-chloro-6-dimethylamino-isonicotinic acid tert-butyl ester (770 mg, 3.00 mmol) in dioxane (45 mL), Cs2CO3 (1270 mg, 3.90 mmol) followed by P(tert.-Bu)3 (30 mg, 0.15 mmol) and 2,4,6-trivinylcyclotriboroxane pyridine complex (722 mg, 3.00 mmol, prepared according to F. Kerins, D. F. O'Shea J. Org. Chem. 67 (2002) 4968-4971) is added. The mixture is degassed and put under argon before Pd2(dba)3 (82 mg, 0.09 mmol) is added. The mixture is stirred at 100° C. for 15 h before it is co... Product: C(C)(C)(C)OC(C1=CC(=NC(=C1)C=C)N(C)C)=O (2-dimethylamino-6-vinyl-isonicotinic acid tert-butyl ester). The yield is 118.8%. Starting materials: O=C(O)c1ccc(OCc2ccccc2)cc1, CCCCCCCCC(C)C(=O)Oc1ccc(O)cc1, C(=NC1CCCCC1)=NC1CCCCC1, ClCCl. Product: CCCCCCCCC(C)C(=O)Oc1ccc(OC(=O)c2ccc(OCc3ccccc3)cc2)cc1. As a reaction SMILES: [CH2:21]([c:22]1[cH:23][cH:24][cH:25][cH:26][cH:27]1)[O:28][c:29]1[cH:30][cH:31][c:32]([C:33](=[O:34])[OH:35])[cH:36][cH:37]1.[CH3:1][CH:2]([CH2:3][CH2:4][CH2:5][CH2:6][CH2:7][CH2:8][CH2:9][CH3:10])[C:11](=[O:12])[O:13][c:14]1[cH:15][cH:16][c:17]([OH:20])[cH:18][cH:19]1.[CH:38]1([N:39]=[C:40]=[N:41][CH:42]2[CH2:43][CH2:44][CH2:45][CH2:46][CH2:47]2)[CH2:48][CH2:49][CH2:50][CH2:51][CH2:52]1.[Cl:53][CH2:54][Cl:55]>>[CH3:1][CH:2]([CH2:3][CH2:4][CH2:5][CH2:6][CH2:7][CH2:8][CH2:9][CH3:10])[C:11](=[O:12])[O:13][c:14]1[cH:15][cH:16][c:17]([O:20][C:33]([c:32]2[cH:31][cH:30][c:29]([O:28][CH2:21][c:22]3[cH:23][cH:24][cH:25][cH:26][cH:27]3)[cH:37][cH:36]2)=[O:34])[cH:18][cH:19]1. As a reaction SMILES: [CH2:40]1[O:41][CH2:42][CH2:43][CH2:44]1.[CH3:27][Si:28]([CH3:29])([CH3:30])[N-:31][Si:32]([CH3:33])([CH3:34])[CH3:35].[F:1][C:2]1([F:26])[CH2:3][CH:4]([NH:18][C:19]([O:20][C:21]([CH3:22])([CH3:23])[CH3:24])=[O:25])[CH2:5][CH2:6][N:7]([c:9]2[c:10]([N+:15](=[O:16])[O-:17])[cH:11][n:12][n:13]2[CH3:14])[CH2:8]1.[I:37][CH3:38].[Li+:36].[OH2:39]>>[F:1][C:2]1([F:26])[CH2:3][CH:4]([N:18]([C:19]([O:20][C:21]([CH3:22])([CH3:23])[CH3:24])=[O:25])[CH3:27])[CH2:5][CH2:6][N:7]([c:9]2[c:10]([N+:15](=[O:16])[O-:17])[cH:11][n:12][n:13]2[CH3:14])[CH2:8]1. Yields the product CN(C(=O)OC(C)(C)C)C1CCN(c2c([N+](=O)[O-])cnn2C)CC(F)(F)C1. The reactants are C1CCOC1, C[Si](C)(C)[N-][Si](C)(C)C, Cn1ncc([N+](=O)[O-])c1N1CCC(NC(=O)OC(C)(C)C)CC(F)(F)C1, CI, [Li+], O. Reactants: C(C)(=O)OC(C)=O (acetic anhydride), C(OCC)([O-])[O-] (ethyl orthoformate), FC(OC=1C(=C(C(=O)CC(=O)OCC)C(=C(C1F)F)[N+](=O)[O-])F)F (ethyl 3-difluoromethoxy-2,4,5-trifluoro-6-nitrobenzoylacetate), ( XV ). Yields the product FC(OC=1C(=C(C(=O)C(C(=O)OCC)=COCC)C(=C(C1F)F)[N+](=O)[O-])F)F (ethyl 2-(3-difluoromethoxy-2,4,5-trifluoro-6-nitrobenzoyl)-3-ethoxyacrylate). Reaction SMILES: C(OC(=O)C)(=O)C.[CH:8]([O-:13])([O-])[O:9][CH2:10][CH3:11].[F:14][CH:15]([F:37])[O:16][C:17]1[C:18]([F:36])=[C:19]([C:28]([N+:33]([O-:35])=[O:34])=[C:29]([F:32])[C:30]=1[F:31])[C:20]([CH2:22][C:23]([O:25][CH2:26][CH3:27])=O)=[O:21]>>[F:37][CH:15]([F:14])[O:16][C:17]1[C:18]([F:36])=[C:19]([C:28]([N+:33]([O-:35])=[O:34])=[C:29]([F:32])[C:30]=1[F:31])[C:20]([C:22](=[CH:23][O:25][CH2:26][CH3:27])[C:8]([O:9][CH2:10][CH3:11])=[O:13])=[O:21]. Procedure details: 38 ml of acetic anhydride and 11 ml of ethyl orthoformate were added to the whole of the ethyl 3-difluoromethoxy-2,4,5-trifluoro-6-nitrobenzoylacetate [(XV), R1 =--OCHF2, R3' =NO2, R17 =C2H5, X=X'=F] prepared as described in step (b) above, and then the mixture was heated under reflux for 3 hours; the excess acetic anhydride and ethyl orthoformate were then removed by evaporation under reduced pressure, to give 20.6 g of ethyl 2-(3-difluoromethoxy-2,4,5-trifluoro-6-nitrobenzoyl)-3-ethoxyacrylate...